From a dataset of the Open Reaction Database (ORD), a public repository of structured organic reaction records. describe an organic reaction: reactants, conditions, products, and yield Reactants: COC(=O)C(CC1CCCC1)n1ncc(Oc2nc(C)cc(C)n2)cc1=O, [Na+], C1CCOC1, [OH-]. Product: Cc1cc(C)nc(Oc2cnn(C(CC3CCCC3)C(=O)O)c(=O)c2)n1. Reaction SMILES: [CH3:1][O:2][C:3]([CH:4]([CH2:5][CH:6]1[CH2:7][CH2:8][CH2:9][CH2:10]1)[n:11]1[n:12][cH:13][c:14]([O:18][c:19]2[n:20][c:21]([CH3:26])[cH:22][c:23]([CH3:25])[n:24]2)[cH:15][c:16]1=[O:17])=[O:27].[Na+:29].[O:30]1[CH2:31][CH2:32][CH2:33][CH2:34]1.[OH-:28]>>[O:2]=[C:3]([CH:4]([CH2:5][CH:6]1[CH2:7][CH2:8][CH2:9][CH2:10]1)[n:11]1[n:12][cH:13][c:14]([O:18][c:19]2[n:20][c:21]([CH3:26])[cH:22][c:23]([CH3:25])[n:24]2)[cH:15][c:16]1=[O:17])[OH:27].